From a dataset of the Open Reaction Database (ORD), a public repository of structured organic reaction records. describe an organic reaction: reactants, conditions, products, and yield Starting materials: C(C1=CC=CC=C1)OC(=O)N1[C@@H](CC1)COC=1C=C(C=NC1)C=1C=C(CNC(OC(C)(C)C)=O)C=CC1 (tert-butyl 3-[5-[[1-(benzyloxycarbonyl)-2(S)-azetidinyl]methoxy]-3-pyridyl]benzylcarbamate), N (NH3), C(=O)(O)[O-].[Na+].CCOC(=O)C (NaHCO3 EtOAc), FC(C(=O)O)(F)F (trifluoroacetic acid). Run in C(Cl)Cl.CO (CH2Cl2 MeOH), C(Cl)Cl (CH2Cl2), CCOC(=O)C (EtOAc), O (water). Run at time 7 hour. Product: C(C1=CC=CC=C1)OC(=O)N1[C@@H](CC1)COC=1C=C(C=NC1)C=1C=C(CN)C=CC1 (3-[5-[[1-(Benzyloxycarbonyl)-2(S)-azetidinyl]methoxy]-3-pyridyl]benzylamine). Isolated yield 288.5%. RXN SMILES: FC(F)(F)C(O)=O.[CH2:8]([O:15][C:16]([N:18]1[CH2:21][CH2:20][C@H:19]1[CH2:22][O:23][C:24]1[CH:25]=[C:26]([C:30]2[CH:31]=[C:32]([CH:42]=[CH:43][CH:44]=2)[CH2:33][NH:34]C(=O)OC(C)(C)C)[CH:27]=[N:28][CH:29]=1)=[O:17])[C:9]1[CH:14]=[CH:13][CH:12]=[CH:11][CH:10]=1.C([O-])(O)=O.[Na+].CCOC(C)=O.N>C(Cl)Cl.C(Cl)Cl.CO.CCOC(C)=O.O>[CH2:8]([O:15][C:16]([N:18]1[CH2:21][CH2:20][C@H:19]1[CH2:22][O:23][C:24]1[CH:25]=[C:26]([C:30]2[CH:31]=[C:32]([CH:42]=[CH:43][CH:44]=2)[CH2:33][NH2:34])[CH:27]=[N:28][CH:29]=1)=[O:17])[C:9]1[CH:14]=[CH:13][CH:12]=[CH:11][CH:10]=1 |f:2.3.4,7.8|. Procedure details: In a 100 mL round-bottom flask, a mixture of trifluoroacetic acid (1.2 mL) and water (0.12 mL) was added to a solution of tert-butyl 3-[5-[[1-(benzyloxycarbonyl)-2(S)-azetidinyl]methoxy]-3-pyridyl]benzylcarbamate (329 mg, 653 μmol) in CH2Cl2 (6 mL). The flask was loosely stoppered, and the mixture was stirred magnetically for 7 h. Shortly before, a small aliquot was worked up with aq. NaHCO3/EtOAc and analyzed by TLC (UV detection; SiO2, EtOAc: Rf 0; SiO2, CH2Cl2/MeOH/conc. aq. NH3 87:13:3: Rf a... Starting materials: C1CCOC1, CC(=O)OCc1c(-c2cc(Nc3ccc(N4CCN(C)CC4)cn3)c(=O)n(C)c2)cccc1N1CCn2c(cc3c2CCCC3)C1=O, CC(C)O, [Li+], [OH-], O, O. Yields the product CN1CCN(c2ccc(Nc3cc(-c4cccc(N5CCn6c(cc7c6CCCC7)C5=O)c4CO)cn(C)c3=O)nc2)CC1. RXN SMILES: [CH2:51]1[O:52][CH2:53][CH2:54][CH2:55]1.[CH3:1][n:2]1[cH:3][c:4](-[c:23]2[c:24]([CH2:25][O:26][C:27](=[O:28])[CH3:29])[c:30]([N:34]3[C:35](=[O:47])[c:36]4[n:37]([c:38]5[c:43]([cH:44]4)[CH2:42][CH2:41][CH2:40][CH2:39]5)[CH2:45][CH2:46]3)[cH:31][cH:32][cH:33]2)[cH:5][c:6]([NH:9][c:10]2[n:11][cH:12][c:13]([N:16]3[CH2:17][CH2:18][N:19]([CH3:22])[CH2:20][CH2:21]3)[cH:14][cH:15]2)[c:7]1=[O:8].[CH:56]([OH:57])([CH3:58])[CH3:59].[Li+:49].[OH-:48].[OH2:50].[OH2:60]>>[CH3:1][n:2]1[cH:3][c:4](-[c:23]2[c:24]([CH2:25][OH:26])[c:30]([N:34]3[C:35](=[O:47])[c:36]4[n:37]([c:38]5[c:43]([cH:44]4)[CH2:42][CH2:41][CH2:40][CH2:39]5)[CH2:45][CH2:46]3)[cH:31][cH:32][cH:33]2)[cH:5][c:6]([NH:9][c:10]2[n:11][cH:12][c:13]([N:16]3[CH2:17][CH2:18][N:19]([CH3:22])[CH2:20][CH2:21]3)[cH:14][cH:15]2)[c:7]1=[O:8]. Yields the product Brc1ccc(C=Cc2ccc(Br)cc2)cc1. Reactants: C=Cc1ccc(Br)cc1, O=C(Cl)c1ccc(Br)cc1, CC(=O)[O-], CC(=O)[O-], CN(C)Cc1ccccc1, Cc1ccccc1C, [Pd+2]. RXN SMILES: [Br:11][c:12]1[cH:13][cH:14][c:15]([CH:16]=[CH2:17])[cH:18][cH:19]1.[Br:1][c:2]1[cH:3][cH:4][c:5]([C:6]([Cl:7])=[O:8])[cH:9][cH:10]1.[C:30]([O-:31])(=[O:32])[CH3:33].[C:35]([O-:36])(=[O:37])[CH3:38].[CH2:20]([N:21]([CH3:22])[CH3:23])[c:24]1[cH:25][cH:26][cH:27][cH:28][cH:29]1.[CH3:39][c:40]1[c:41]([CH3:42])[cH:43][cH:44][cH:45][cH:46]1.[Pd+2:34]>>[Br:1][c:2]1[cH:3][cH:4][c:5]([CH:6]=[CH:16][c:15]2[cH:14][cH:13][c:12]([Br:11])[cH:19][cH:18]2)[cH:9][cH:10]1. Reactants: O=C(O)CCCc1ccc(-c2ccccc2F)cc1, O. Yields the product O=C1CCCc2ccc(-c3ccccc3F)cc21. Reaction SMILES: [F:1][c:2]1[c:3](-[c:8]2[cH:9][cH:10][c:11]([CH2:14][CH2:15][CH2:16][C:17](=[O:18])[OH:19])[cH:12][cH:13]2)[cH:4][cH:5][cH:6][cH:7]1.[OH2:20]>>[F:1][c:2]1[c:3](-[c:8]2[cH:9][c:10]3[c:11]([cH:12][cH:13]2)[CH2:14][CH2:15][CH2:16][C:17]3=[O:19])[cH:4][cH:5][cH:6][cH:7]1. The reactants are O=[N+]([O-])O, O=N[O-], NC(N)=O, COc1cc2c(cc1N)C(=O)CCC2, [Na+], O, O, O, O, O=S(=O)([O-])O, O=S(=O)(O)O, N#[N+]c1ccccc1. Product: COc1cc2c(cc1O)C(=O)CCC2. As a reaction SMILES: [N+:39]([O-:40])([OH:41])=[O:42].[N:15](=[O:16])[O-:17].[NH2:19][C:20](=[O:21])[NH2:22].[NH2:1][c:2]1[c:3]([O:13][CH3:14])[cH:4][c:5]2[c:10]([cH:11]1)[C:9](=[O:12])[CH2:8][CH2:7][CH2:6]2.[Na+:18].[OH2:36].[OH2:37].[OH2:38].[OH2:48].[S:23](=[O:24])(=[O:25])([OH:26])[O-:27].[S:43](=[O:44])(=[O:45])([OH:46])[OH:47].[c:28]1([N+:29]#[N:30])[cH:31][cH:32][cH:33][cH:34][cH:35]1>>[c:2]1([OH:16])[c:3]([O:13][CH3:14])[cH:4][c:5]2[c:10]([cH:11]1)[C:9](=[O:12])[CH2:8][CH2:7][CH2:6]2. The reactants are pentaerythritol tri(meth)acrylate, polyethylene glycol, di(meth)acrylate, C1C(C)O1 (propylene oxide), trimethylolpropanetrioxyethyl (meth)acrylate, OC1=CC=C(C=C1)C(C)(C)C1=CC=C(C=C1)O (bisphenol A), 1,6-hexanediol di(meth)acrylate, C1C(C)O1 (propylene oxide), di(meth)acrylate, C(C=C)(=O)[O-] (acrylate), ethylene glycol di(meth)acrylate, trimethylolpropane tri(meth)acrylate, diol, tris(2-hydroxyethyl)isocyanurate di(meth)acrylate, epoxy(meth)acrylate, bis(hydroxymethyl)tricyclodecane di(meth)acrylate, C1CO1 (ethylene oxide), diol, C(C=C)(=O)[O-] (acrylate), 1,4-butanediol di(meth)acrylate, C(COCCOCCOCCO)O (tetraethylene glycol), neopentyl glycol di(meth)acrylate, C1CO1 (ethylene oxide), C(C=C)(=O)[O-] (acrylate), tris(2-hydroxyethyl)isocyanurate tri(meth)acrylate, vinyl, hydrogenated bisphenol A. Product: CC(C)(C1=CC=C(C=C1)OCC2CO2)C3=CC=C(C=C3)OCC4CO4 (diglycidyl ether of bisphenol A), polyoxyalkylene bisphenol A, C(=C)OCCOCCOCCOC=C (triethylene glycol divinyl ether). RXN SMILES: [C:1]([O-:5])(=O)[CH:2]=[CH2:3].[CH2:6](O)[CH2:7][O:8][CH2:9][CH2:10][O:11][CH2:12][CH2:13][O:14][CH2:15][CH2:16]O.C1OC1.[CH2:22]1[O:25][CH:23]1[CH3:24].[OH:26][C:27]1[CH:32]=[CH:31][C:30]([C:33]([C:36]2[CH:41]=CC(O)=[CH:38][CH:37]=2)([CH3:35])[CH3:34])=[CH:29][CH:28]=1>>[CH3:35][C:33]([C:30]1[CH:31]=[CH:32][C:27]([O:26][CH2:3][CH:2]2[O:5][CH2:1]2)=[CH:28][CH:29]=1)([C:36]1[CH:41]=[CH:16][C:15]([O:14][CH2:13][CH:12]2[O:11][CH2:10]2)=[CH:38][CH:37]=1)[CH3:34].[CH:23]([O:25][CH2:22][CH2:15][O:14][CH2:13][CH2:12][O:11][CH2:10][CH2:9][O:8][CH:7]=[CH2:6])=[CH2:24]. Procedure details: Given as examples of the polymerizable polyfunctional vinyl monomers are the following acrylate compounds: trimethylolpropane tri(meth)acrylate, pentaerythritol tri(meth)acrylate, ethylene glycol di(meth)acrylate, tetraethylene glycol di(meth) acrylate, polyethylene glycol di(meth) acrylate, 1,4-butanediol di(meth)acrylate, 1,6-hexanediol di(meth)acrylate, neopentyl glycol di(meth)acrylate, trimethylolpropanetrioxyethyl (meth)acrylate, tris(2-hydroxyethyl)isocyanurate tri(meth)acrylate, tris(2-h...